Dataset: the Open Reaction Database (ORD), a public repository of structured organic reaction records. Task: describe an organic reaction: reactants, conditions, products, and yield Reactants: BrC1=CC=C2C(=CC=NC2=C1C)Cl (7-bromo-4-chloro-8-methylquinoline), CCN(C(C)C)C(C)C (DIEA), CC1(C2=C(C(=CC=C2)P(C3=CC=CC=C3)C4=CC=CC=C4)OC5=C(C=CC=C51)P(C6=CC=CC=C6)C7=CC=CC=C7)C (xantphos), C(C1=CC=CC=C1)S (benzyl mercaptan). Reagents/catalysts: C=1C=CC(=CC1)/C=C/C(=O)/C=C/C2=CC=CC=C2.C=1C=CC(=CC1)/C=C/C(=O)/C=C/C2=CC=CC=C2.C=1C=CC(=CC1)/C=C/C(=O)/C=C/C2=CC=CC=C2.[Pd].[Pd] (Pd2(dba)3). Solvent: O1CCOCC1 (Dioxane). Run at temperature 110 celsius. The product is C(C1=CC=CC=C1)SC1=CC=C2C(=CC=NC2=C1C)Cl (7-(benzylthio)-4-chloro-8-methylquinoline). Yield: 99.2%. RXN SMILES: Br[C:2]1[C:11]([CH3:12])=[C:10]2[C:5]([C:6]([Cl:13])=[CH:7][CH:8]=[N:9]2)=[CH:4][CH:3]=1.CCN(C(C)C)C(C)C.CC1(C)C2C(=C(P(C3C=CC=CC=3)C3C=CC=CC=3)C=CC=2)OC2C(P(C3C=CC=CC=3)C3C=CC=CC=3)=CC=CC1=2.[CH2:65]([SH:72])[C:66]1[CH:71]=[CH:70][CH:69]=[CH:68][CH:67]=1>C1C=CC(/C=C/C(/C=C/C2C=CC=CC=2)=O)=CC=1.C1C=CC(/C=C/C(/C=C/C2C=CC=CC=2)=O)=CC=1.C1C=CC(/C=C/C(/C=C/C2C=CC=CC=2)=O)=CC=1.[Pd].[Pd].O1CCOCC1>[CH2:65]([S:72][C:2]1[C:11]([CH3:12])=[C:10]2[C:5]([C:6]([Cl:13])=[CH:7][CH:8]=[N:9]2)=[CH:4][CH:3]=1)[C:66]1[CH:71]=[CH:70][CH:69]=[CH:68][CH:67]=1 |f:4.5.6.7.8|. Procedure details: To a vial charged with 7-bromo-4-chloro-8-methylquinoline (0.950 g, 3.70 mmol) was added Dioxane (14.81 ml), DIEA (1.294 ml, 7.41 mmol), xantphos (0.429 g, 0.741 mmol), Pd2(dba)3 (0.339 g, 0.370 mmol) and benzyl mercaptan (0.438 ml, 3.70 mmol). The vessel was sealed and heated to 110° C. for 3 hr affording complete conversion according to LC-MS. The mixture was filtered through Celite and dried under reduced pressure and purified with a 25 g Interchim column ramping EtOAc in heptane (0-50%, 10% ...